describe an organic reaction: reactants, conditions, products, and yield From a dataset of the Open Reaction Database (ORD), a public repository of structured organic reaction records. The reactants are C(CCCCCCCC)C=1C(=C(C2=CC=CC=C2C1)S(=O)(=O)O)CCCCCCCCC (dinonylnaphthalene sulfonic acid), C(=O)=O (carbon dioxide), C([O-])([O-])=O.[Ca+2] (calcium carbonate), sulfonic acid. The solvent is CCCCCCC (heptane), C(C)(C)O (isopropanol). Product: C(CCCCCCCC)C=1C(=C(C2=CC=CC=C2C1)S(=O)(=O)[O-])CCCCCCCCC.[Ca+2].C(CCCCCCCC)C=1C(=C(C2=CC=CC=C2C1)S(=O)(=O)[O-])CCCCCCCCC (calcium dinonylnaphthalene sulfonate). RXN SMILES: [CH2:1]([C:10]1[C:11]([CH2:24][CH2:25][CH2:26][CH2:27][CH2:28][CH2:29][CH2:30][CH2:31][CH3:32])=[C:12]([S:20]([OH:23])(=[O:22])=[O:21])[C:13]2[C:18]([CH:19]=1)=[CH:17][CH:16]=[CH:15][CH:14]=2)[CH2:2][CH2:3][CH2:4][CH2:5][CH2:6][CH2:7][CH2:8][CH3:9].C(=O)([O-])[O-].[Ca+2:37].C(=O)=O>CCCCCCC.C(O)(C)C>[CH2:1]([C:10]1[C:11]([CH2:24][CH2:25][CH2:26][CH2:27][CH2:28][CH2:29][CH2:30][CH2:31][CH3:32])=[C:12]([S:20]([O-:23])(=[O:21])=[O:22])[C:13]2[C:18]([CH:19]=1)=[CH:17][CH:16]=[CH:15][CH:14]=2)[CH2:2][CH2:3][CH2:4][CH2:5][CH2:6][CH2:7][CH2:8][CH3:9].[Ca+2:37].[CH2:1]([C:10]1[C:11]([CH2:24][CH2:25][CH2:26][CH2:27][CH2:28][CH2:29][CH2:30][CH2:31][CH3:32])=[C:12]([S:20]([O-:23])(=[O:21])=[O:22])[C:13]2[C:18]([CH:19]=1)=[CH:17][CH:16]=[CH:15][CH:14]=2)[CH2:2][CH2:3][CH2:4][CH2:5][CH2:6][CH2:7][CH2:8][CH3:9] |f:1.2,6.7.8|. Procedure details: Two hundred grams of dinonylnaphthalene sulfonic acid solution of the composition used in Example 1 is placed in a 1000 ml. flask fitted with a stirrer, thermometer and condenser. The flask is heated and 8.55 g. of powdered calcium carbonate (10% excess based on the sulfonic acid) is added with agitation. After a few minutes, carbon dioxide evolution ceases. The mixture is refluxed for 30 minutes, then the solids are allowed to settle. A 10 ml. sample diluted with a mixture of heptane and isopro... The reactants are O=C1c2ccccc2C(=O)N1C(Cc1ccccc1)C(O)CO, CS(=O)(=O)Cl, CCOC(C)=O, c1ccncc1. The product is CS(=O)(=O)OCC(O)C(Cc1ccccc1)N1C(=O)c2ccccc2C1=O. As a reaction SMILES: [CH2:1]([c:2]1[cH:3][cH:4][cH:5][cH:6][cH:7]1)[CH:8]([CH:9]([CH2:10][OH:11])[OH:12])[N:13]1[C:14](=[O:23])[c:15]2[cH:16][cH:17][cH:18][cH:19][c:20]2[C:21]1=[O:22].[CH3:30][S:31]([Cl:32])(=[O:33])=[O:34].[CH3:35][CH2:36][O:37][C:38](=[O:39])[CH3:40].[cH:24]1[cH:25][cH:26][n:27][cH:28][cH:29]1>>[CH2:1]([c:2]1[cH:3][cH:4][cH:5][cH:6][cH:7]1)[CH:8]([CH:9]([CH2:10][O:11][S:31]([CH3:30])(=[O:33])=[O:34])[OH:12])[N:13]1[C:14](=[O:23])[c:15]2[cH:16][cH:17][cH:18][cH:19][c:20]2[C:21]1=[O:22]. The reactants are C(C)(C)(C)[SiH2]OC(C12C=C(CC(C=C1)(O2)C(O[SiH2]C(C)(C)C)(C)C)OS(=O)(=O)C(F)(F)F)(C)C (trifluoromethanesulfonic acid 1,5-bis-(tert-butyl-dimethyl-silanyloxymethyl)-8-oxa-bicyclo[3.2.1]octa-2,6-dien-3-yl ester), CCOC(=O)C (EtOAc), CC1(OB(OC1(C)C)C1=CC=C(C=C1)N)C (4-(4,4,5,5-tetramethyl-[1,3,2]dioxaborolan-2-yl)-phenylamine), C(=O)([O-])[O-].[Na+].[Na+] (Na2CO3). The reagents and catalysts are C=1C=CC(=CC1)[P](C=2C=CC=CC2)(C=3C=CC=CC3)[Pd]([P](C=4C=CC=CC4)(C=5C=CC=CC5)C=6C=CC=CC6)([P](C=7C=CC=CC7)(C=8C=CC=CC8)C=9C=CC=CC9)[P](C=1C=CC=CC1)(C=1C=CC=CC1)C=1C=CC=CC1 (Pd(PPh3)4). The solvent is O1CCOCC1 (1,4-dioxane). Reaction conditions: temperature 80 celsius, time 2 hour. Yields the product C(C)(C)(C)[SiH2]OC(C12C=C(CC(C=C1)(O2)C(O[SiH2]C(C)(C)C)(C)C)C2=CC=C(C=C2)N)(C)C (4-[1,5-Bis-(tert-butyl-dimethyl-silanyloxymethyl)-8-oxa-bicyclo[3.2.1]octa-2,6-dien-3-yl]-phenylamine). Reaction SMILES: [C:1]([SiH2:5][O:6][C:7]([CH3:34])([CH3:33])[C:8]12[O:15][C:12]([C:16]([CH3:24])([CH3:23])[O:17][SiH2:18][C:19]([CH3:22])([CH3:21])[CH3:20])([CH:13]=[CH:14]1)[CH2:11][C:10](OS(C(F)(F)F)(=O)=O)=[CH:9]2)([CH3:4])([CH3:3])[CH3:2].CC1(C)C(C)(C)OB([C:43]2[CH:48]=[CH:47][C:46]([NH2:49])=[CH:45][CH:44]=2)O1.C([O-])([O-])=O.[Na+].[Na+].CCOC(C)=O>O1CCOCC1.C1C=CC([P]([Pd]([P](C2C=CC=CC=2)(C2C=CC=CC=2)C2C=CC=CC=2)([P](C2C=CC=CC=2)(C2C=CC=CC=2)C2C=CC=CC=2)[P](C2C=CC=CC=2)(C2C=CC=CC=2)C2C=CC=CC=2)(C2C=CC=CC=2)C2C=CC=CC=2)=CC=1>[C:1]([SiH2:5][O:6][C:7]([CH3:34])([CH3:33])[C:8]12[O:15][C:12]([C:16]([CH3:23])([CH3:24])[O:17][SiH2:18][C:19]([CH3:21])([CH3:22])[CH3:20])([CH:13]=[CH:14]1)[CH2:11][C:10]([C:43]1[CH:48]=[CH:47][C:46]([NH2:49])=[CH:45][CH:44]=1)=[CH:9]2)([CH3:3])([CH3:2])[CH3:4] |f:2.3.4,^1:72,74,93,112|. Procedure details: To a mixture of trifluoromethanesulfonic acid 1,5-bis-(tert-butyl-dimethyl-silanyloxymethyl)-8-oxa-bicyclo[3.2.1]octa-2,6-dien-3-yl ester (as prepared in the previous step, 1.22 g, 2.24 mmol), Pd(PPh3)4 (259 mg, 0.224 mmol) and 4-(4,4,5,5-tetramethyl-[1,3,2]dioxaborolan-2-yl)-phenylamine (540 mg, 2.46 mmol) in 20 mL of 1,4-dioxane was added 2.0 M aqueous Na2CO3 solution (9.0 mL, 18 mmol). The resulting mixture was stirred at 80° C. for 2 h and then cooled to RT. Treated with 100 mL of EtOAc, the... The reactants are S(C)(=O)(=O)O (Mesylic acid), COC1=C(C=CC(=N1)/C=C/C1=NN2C([C@@H](CCC2)C2=C(C=CC=C2)C(F)(F)F)=N1)N1C=NC(=C1)C ((8S)-2-{(E)-2-[6-methoxy-5-(4-methyl-1H-imidazol-1-yl)pyridin-2-yl]vinyl}-8-(2-trifluoromethylphenyl)-5,6,7,8-tetrahydro-[1,2,4]triazolo[1,5-a]pyridine), C(C)O (ethanol). The solvent is COC(C)(C)C (t-butyl methyl ether). Run at time 2 hour. Product: S(C)(=O)(=O)O.COC1=C(C=CC(=N1)/C=C/C1=NN2C([C@@H](CCC2)C2=C(C=CC=C2)C(F)(F)F)=N1)N1C=NC(=C1)C ((8S)-2-{(E)-2-[6-methoxy-5-(4-methyl-1H-imidazol-1-yl)-pyridin-2-yl]vinyl}-8-(2-trifluoromethylphenyl)-5,6,7,8-tetrahydro-[1,2,4]triazolo-[1,5-a]pyridine Mesylate). As a reaction SMILES: [S:1]([OH:5])(=[O:4])(=[O:3])[CH3:2].[CH3:6][O:7][C:8]1[N:13]=[C:12](/[CH:14]=[CH:15]/[C:16]2[N:34]=[C:19]3[C@H:20]([C:24]4[CH:29]=[CH:28][CH:27]=[CH:26][C:25]=4[C:30]([F:33])([F:32])[F:31])[CH2:21][CH2:22][CH2:23][N:18]3[N:17]=2)[CH:11]=[CH:10][C:9]=1[N:35]1[CH:39]=[C:38]([CH3:40])[N:37]=[CH:36]1.C(O)C>COC(C)(C)C>[S:1]([OH:5])(=[O:4])(=[O:3])[CH3:2].[CH3:6][O:7][C:8]1[N:13]=[C:12](/[CH:14]=[CH:15]/[C:16]2[N:34]=[C:19]3[C@H:20]([C:24]4[CH:29]=[CH:28][CH:27]=[CH:26][C:25]=4[C:30]([F:33])([F:32])[F:31])[CH2:21][CH2:22][CH2:23][N:18]3[N:17]=2)[CH:11]=[CH:10][C:9]=1[N:35]1[CH:39]=[C:38]([CH3:40])[N:37]=[CH:36]1 |f:4.5|. Reported procedure: Mesylic acid (0.8 μL) was added to a mixed solution of (8S)-2-{(E)-2-[6-methoxy-5-(4-methyl-1H-imidazol-1-yl)pyridin-2-yl]vinyl}-8-(2-trifluoromethylphenyl)-5,6,7,8-tetrahydro-[1,2,4]triazolo[1,5-a]pyridine (50 mg) in t-butyl methyl ether (0.8 mL)-ethanol (0.1 mL). The mixture was solidified as a result of stirring at room temperature for two hours. The solid was collected by filtration through a glass filter. The solid was washed with t-butyl methyl ether-ethanol (8:1) and then dried under redu... The solvent is CN(C=O)C (dimethylformamide). The yield is 94.0%. RXN SMILES: [OH:1][C:2]1[CH:7]=[CH:6][CH:5]=[CH:4][C:3]=1[S:8][C:9]1[CH:21]=[CH:20][C:12]2[O:13][C:14]([CH3:19])([CH3:18])[C:15]([CH3:17])=[CH:16][C:11]=2[CH:10]=1.N1C=CN=C1.[Si:27](Cl)([C:30]([CH3:33])([CH3:32])[CH3:31])([CH3:29])[CH3:28].O>CN(C)C=O>[Si:27]([O:1][C:2]1[CH:7]=[CH:6][CH:5]=[CH:4][C:3]=1[S:8][C:9]1[CH:21]=[CH:20][C:12]2[O:13][C:14]([CH3:18])([CH3:19])[C:15]([CH3:17])=[CH:16][C:11]=2[CH:10]=1)([C:30]([CH3:33])([CH3:32])[CH3:31])([CH3:29])[CH3:28]. Procedure details: 6-(2-hydroxyphenyl)thio-2,2,3-trimethyl-2H-benzo[b]pyran (1.1 g) (see Preparation 10) was dissolved in dry dimethylformamide (2 ml) and imidazole (0.55 g) and tert-butyldimethylsilyl chloride (0.61 g) were added. The flask was fitted with a calcium chloride drying tube and the mixture stirred at 40° C. for 90 minutes. Water was added and the mixture was extracted with diethyl ether. The organic extract was washed with aqueous sodium hydrogen carbonate solution (×2), dried (anhydrous sodium sulph... Reactants: O (Water), N1C=NC=C1 (imidazole), [Si](C)(C)(C(C)(C)C)Cl (tert-butyldimethylsilyl chloride), OC1=C(C=CC=C1)SC1=CC2=C(OC(C(=C2)C)(C)C)C=C1 (6-(2-hydroxyphenyl)thio-2,2,3-trimethyl-2H-benzo[b]pyran). Yields the product [Si](C)(C)(C(C)(C)C)OC1=C(C=CC=C1)SC1=CC2=C(OC(C(=C2)C)(C)C)C=C1 (6-(2-tert-butyidimethylsilyloxyphenyl)thio-2,2,3-trimethyl-2H-benzo[b]pyran). Conditions: temperature 40 celsius, time 90 minute. Reaction conditions: time 8 hour. The reactants are P(=O)(O)(O)CC(=O)O (phosphonoacetic acid), Cl (hydrogen chloride), C(C)O (ethanol). Product: P(=O)(O)(O)CC(=O)OCC (Ethyl Phosphonoacetate). Reported procedure: Into 100 ml. of absolute ethanol was placed 28 g. (0.2 mole) of phosphonoacetic acid. The solution was treated with a stream of dry hydrogen chloride at 0° C. for 45 minutes. After refluxing for 3 hours the solution was allowed to stand overnight at room temperature. Evaporation of the solvent yielded a viscous oil, which was dried in vacuo over P2O5 and NaOH. As a reaction SMILES: [P:1]([CH2:5][C:6]([OH:8])=[O:7])([OH:4])([OH:3])=[O:2].Cl.[CH2:10](O)[CH3:11]>>[P:1]([CH2:5][C:6]([O:8][CH2:10][CH3:11])=[O:7])([OH:4])([OH:3])=[O:2]. Starting materials: O=C(c1ccc(Br)cc1)N1CCNC(c2ccccc2)C1, CCO, Cc1ccccc1, OB(O)c1ccccc1C(F)(F)F, [Na+], [Na+], O=C([O-])[O-], [Pd], c1ccc(P(c2ccccc2)c2ccccc2)cc1, c1ccc(P(c2ccccc2)c2ccccc2)cc1, c1ccc(P(c2ccccc2)c2ccccc2)cc1, c1ccc(P(c2ccccc2)c2ccccc2)cc1. Yields the product O=C(c1ccc(-c2ccccc2C(F)(F)F)cc1)N1CCNC(c2ccccc2)C1. Reaction SMILES: [Br:1][c:2]1[cH:3][cH:4][c:5]([C:8](=[O:9])[N:10]2[CH2:11][CH:12]([c:16]3[cH:17][cH:18][cH:19][cH:20][cH:21]3)[NH:13][CH2:14][CH2:15]2)[cH:6][cH:7]1.[CH3:125][CH2:126][OH:127].[CH3:41][c:42]1[cH:43][cH:44][cH:45][cH:46][cH:47]1.[F:22][C:23]([c:24]1[c:25]([B:30]([OH:31])[OH:32])[cH:26][cH:27][cH:28][cH:29]1)([F:33])[F:34].[Na+:35].[Na+:36].[O-:37][C:38](=[O:39])[O-:40].[Pd:48].[c:106]1([P:107]([c:108]2[cH:109][cH:110][cH:111][cH:112][cH:113]2)[c:114]2[cH:115][cH:116][cH:117][cH:118][cH:119]2)[cH:120][cH:121][cH:122][cH:123][cH:124]1.[c:49]1([P:50]([c:51]2[cH:52][cH:53][cH:54][cH:55][cH:56]2)[c:57]2[cH:58][cH:59][cH:60][cH:61][cH:62]2)[cH:63][cH:64][cH:65][cH:66][cH:67]1.[c:68]1([P:69]([c:70]2[cH:71][cH:72][cH:73][cH:74][cH:75]2)[c:76]2[cH:77][cH:78][cH:79][cH:80][cH:81]2)[cH:82][cH:83][cH:84][cH:85][cH:86]1.[c:87]1([P:88]([c:89]2[cH:90][cH:91][cH:92][cH:93][cH:94]2)[c:95]2[cH:96][cH:97][cH:98][cH:99][cH:100]2)[cH:101][cH:102][cH:103][cH:104][cH:105]1>>[c:2]1(-[c:25]2[c:24]([C:23]([F:22])([F:33])[F:34])[cH:29][cH:28][cH:27][cH:26]2)[cH:3][cH:4][c:5]([C:8](=[O:9])[N:10]2[CH2:11][CH:12]([c:16]3[cH:17][cH:18][cH:19][cH:20][cH:21]3)[NH:13][CH2:14][CH2:15]2)[cH:6][cH:7]1.